From a dataset of the Open Reaction Database (ORD), a public repository of structured organic reaction records. describe an organic reaction: reactants, conditions, products, and yield The reactants are COC1=C(C(=C(C2=CC=CC=C12)OC)C)C=O (1,4-dimethoxy-3-methylnaphthalene-2-carbaldehyde), [Br-].C(=O)(O)CCCC[P+](C1=CC=CC=C1)(C1=CC=CC=C1)C1=CC=CC=C1 ((4-carboxybutyl)triphenylphosphonium bromide), CC(C)([O-])C.[K+] (potassium t-butoxide). The solvent is CC(C)(C)O.C1(=CC=CC=C1)C (t-BuOH toluene). Reaction conditions: temperature 60 celsius, time 30 minute. The product is COC1=C(C(=C(C2=CC=CC=C12)OC)C)C=CCCCC(=O)O (6-(1,4-Dimethoxy-3-methylnaphthalen-2-yl)-5-hexenoic acid). The yield is 65.9%. RXN SMILES: [CH3:1][O:2][C:3]1[C:12]2[C:7](=[CH:8][CH:9]=[CH:10][CH:11]=2)[C:6]([O:13][CH3:14])=[C:5]([CH3:15])[C:4]=1[CH:16]=O.[Br-].[C:19]([CH2:22][CH2:23][CH2:24][CH2:25][P+](C1C=CC=CC=1)(C1C=CC=CC=1)C1C=CC=CC=1)([OH:21])=[O:20].CC(C)([O-])C.[K+]>CC(O)(C)C.C1(C)C=CC=CC=1>[CH3:1][O:2][C:3]1[C:12]2[C:7](=[CH:8][CH:9]=[CH:10][CH:11]=2)[C:6]([O:13][CH3:14])=[C:5]([CH3:15])[C:4]=1[CH:16]=[CH:25][CH2:24][CH2:23][CH2:22][C:19]([OH:21])=[O:20] |f:1.2,3.4,5.6|. Procedure details: To a suspension of 1 g of 1,4-dimethoxy-3-methylnaphthalene-2-carbaldehyde and 3.85 g of (4-carboxybutyl)triphenylphosphonium bromide in 2.5% t-BuOH/toluene at 60° C. was added 1.95 g of potassium t-butoxide. The mixture was stirred at 60° C. for 30 min, extracted with 1N NaOH, and washed with toluene. The aqueous layer was neutralized with iN HCl until pH 4-5, then extracted with ethyl acetate. The organic layer was washed, dried, and concentrated, then the trsidue was purified with column chro... As a reaction SMILES: [CH3:1][N:2]=[C:3]=[O:4].[NH2:5][c:6]1[s:7][c:8]([C:11]([F:12])([F:13])[F:14])[n:9][n:10]1>>[CH3:1][NH:2][C:3](=[O:4])[NH:5][c:6]1[s:7][c:8]([C:11]([F:12])([F:13])[F:14])[n:9][n:10]1. Reactants: CN=C=O, Nc1nnc(C(F)(F)F)s1. Yields the product CNC(=O)Nc1nnc(C(F)(F)F)s1.